This data is from the Open Reaction Database (ORD), a public repository of structured organic reaction records. The task is: describe an organic reaction: reactants, conditions, products, and yield Reactants: CC1=CC=C(C=C1)C=1C=CC2=C(C=C(CCO2)C(=O)O)C1 (7-(4-methylphenyl)-2,3-dihydro-1-benzoxepine-4-carboxylic acid), C(C(=O)Cl)(=O)Cl (oxalyl chloride), CN(C=O)C (dimethylformamide). Run in ClCCl (dichloromethane). Conditions: time 2 hour. The product is N-(4-((N-methyl-N-(3,5-dimethylcyclohexyl))aminomethyl)-phenyl)-7-(4-methylphenyl)-2,3-dihydro-1-benzoxepine-4-carboxamide methylphenyl, O1CCC(=CC2=C1C=CC=C2)C(=O)N (2,3-dihydro-1-benzoxepine-4-carboxamide). RXN SMILES: CC1C=CC([C:8]2[CH:9]=[CH:10][C:11]3[O:17][CH2:16][CH2:15][C:14]([C:18](O)=[O:19])=[CH:13][C:12]=3[CH:21]=2)=CC=1.C(Cl)(=O)C(Cl)=O.C[N:29](C)C=O>ClCCl>[O:17]1[C:11]2[CH:10]=[CH:9][CH:8]=[CH:21][C:12]=2[CH:13]=[C:14]([C:18]([NH2:29])=[O:19])[CH2:15][CH2:16]1. Procedure: To a suspension of 7-(4-methylphenyl)-2,3-dihydro-1-benzoxepine-4-carboxylic acid (0.15g) in dichloromethane (6ml) were added oxalyl chloride (0.14ml) and dimethylformamide (catalytic amount) under ice-cooling, and the mixture was stirred at room temperature for 2 hours. The solvent was evaporated, and the residue was dissolved in tetrahydrofuran. The mixture was dropwise added to a solution of 4-((N-(3,5-dimethylcyclohexyl)-N-methyl)-aminomethyl)aniline (0.13g) and triethylamine (0.23ml) in tet... Starting materials: C(C1=CC=CC=C1)C1=C(C(CCNC2=C(N(C3=CC(=CC(=C23)Cl)Cl)C(=O)OC(C)(C)C)C(=O)OCC)=O)C=CC=C1 (3-[(2-benzylphenacyl)methylamino]-2-carbethoxy-4,6-dichloro-1-tert-butyloxycarbonyl-indole), FC(C(=O)O)(F)F (trifluoroacetic acid). Solvent: C(Cl)Cl (methylene chloride). Yields the product C(C1=CC=CC=C1)C1=C(C(CCNC2=C(NC3=CC(=CC(=C23)Cl)Cl)C(=O)OCC)=O)C=CC=C1 (3-[(2-Benzylphenacyl)methylamino]-2-carbethoxy-4,6-dichloroindole). Isolated yield 91.8%. As a reaction SMILES: [CH2:1]([C:8]1[CH:41]=[CH:40][CH:39]=[CH:38][C:9]=1[C:10](=[O:37])[CH2:11][CH2:12][NH:13][C:14]1[C:22]2[C:17](=[CH:18][C:19]([Cl:24])=[CH:20][C:21]=2[Cl:23])[N:16](C(OC(C)(C)C)=O)[C:15]=1[C:32]([O:34][CH2:35][CH3:36])=[O:33])[C:2]1[CH:7]=[CH:6][CH:5]=[CH:4][CH:3]=1.FC(F)(F)C(O)=O>C(Cl)Cl>[CH2:1]([C:8]1[CH:41]=[CH:40][CH:39]=[CH:38][C:9]=1[C:10](=[O:37])[CH2:11][CH2:12][NH:13][C:14]1[C:22]2[C:17](=[CH:18][C:19]([Cl:24])=[CH:20][C:21]=2[Cl:23])[NH:16][C:15]=1[C:32]([O:34][CH2:35][CH3:36])=[O:33])[C:2]1[CH:7]=[CH:6][CH:5]=[CH:4][CH:3]=1. Procedure details: Dissolve 3-[(2-benzylphenacyl)methylamino]-2-carbethoxy-4,6-dichloro-1-tert-butyloxycarbonyl-indole (320 mg, 0.55 mmol) in methylene chloride (5 mL). Add trifluoroacetic acid (1 mL) and stir at room temperature for 3 hours. Evaporate the solvent in vacuo and recrystallize (ethyl acetate/hexane) to give the title compound (250 mg, 95%); mp 208°-209° C. Starting materials: CC1=C2C(C=CNC2=C(C=C1)[N+](=O)[O-])=O (1,4-dihydro-5-methyl-8-nitro-4-oxoquinoline), O1COCOC1 (1,3,5-trioxane), Cl (hydrochloric acid). Solvent: O1CCOCC1 (dioxane). Run at temperature 100 celsius, time 8 hour. The product is OCC1=CNC2=C(C=CC(=C2C1=O)C)[N+](=O)[O-] (1,4-dihydro-3-hydroxymethyl-5-methyl-8-nitro-4-oxoquinoline). Yield: 75.6%. As a reaction SMILES: [CH3:1][C:2]1[CH:11]=[CH:10][C:9]([N+:12]([O-:14])=[O:13])=[C:8]2[C:3]=1[C:4](=[O:15])[CH:5]=[CH:6][NH:7]2.[O:16]1COCO[CH2:17]1.Cl>O1CCOCC1>[OH:16][CH2:17][C:5]1[C:4](=[O:15])[C:3]2[C:8](=[C:9]([N+:12]([O-:14])=[O:13])[CH:10]=[CH:11][C:2]=2[CH3:1])[NH:7][CH:6]=1. Procedure details: To a stirred mixture of 1,4-dihydro-5-methyl-8-nitro-4-oxoquinoline (1.5 g) and 1,3,5-trioxane (3.31 g) in dioxane (15 ml) was added conc. hydrochloric acid (30 ml), and the mixture was stirred at 100° C. overnight. The mixture was evaporated in vacuo, and the residue was treated with acetonitrile to give 1,4-dihydro-3-hydroxymethyl-5-methyl-8-nitro-4-oxoquinoline (1.3 g). The reactants are [H-].[Na+] (sodium hydride), CN(C=O)C (dimethylformamide), CC=1C=C(C(=O)C2CNC3=CC=CC=C3C2=O)C=CC1C (3-(3,4-dimethyl-benzoyl)-2,3-dihydro-1H-quinolin-4-one), CC=1C=C(CBr)C=CC1 (3-methylbenzylbromide). Yields the product CC=1C=C(C(=O)C2=CN(C3=CC=CC=C3C2=O)CC2=NC(=CC=C2)C)C=CC1C (3-(3,4-Dimethyl-benzoyl)-1-(6-methyl-pyridin-2-ylmethyl)-1H-quinolin-4-one). As a reaction SMILES: [H-].[Na+].[CH3:3][C:4]1[CH:5]=[C:6]([CH:20]=[CH:21][C:22]=1[CH3:23])[C:7]([CH:9]1[C:18](=[O:19])[C:17]2[C:12](=[CH:13][CH:14]=[CH:15][CH:16]=2)[NH:11][CH2:10]1)=[O:8].[CH3:24][C:25]1C=[C:27]([CH:30]=[CH:31][CH:32]=1)[CH2:28]Br.C[N:34](C)C=O>>[CH3:3][C:4]1[CH:5]=[C:6]([CH:20]=[CH:21][C:22]=1[CH3:23])[C:7]([C:9]1[C:18](=[O:19])[C:17]2[C:12](=[CH:13][CH:14]=[CH:15][CH:16]=2)[N:11]([CH2:24][C:25]2[CH:32]=[CH:31][CH:30]=[C:27]([CH3:28])[N:34]=2)[CH:10]=1)=[O:8] |f:0.1|. Procedure details: Compound 4z was prepared following the procedure outlined in Step 3 of Example 1 using 15.6 mg (0.39 mmol) of sodium hydride (60%), 83.2 mg (0.30 mmol) of 3-(3,4-dimethyl-benzoyl)-2,3-dihydro-1H-quinolin-4-one, 3 mL of anhydrous dimethylformamide, and 73.0 mg (0.39 mmol) of 3-methylbenzylbromide. The crude product was purified by flash chromatography to yield 61 mg of a colorless solid 4z: LC-MSD, M/z for C25H22N2O2, [M+H]+=383.4, [M+2H]+=384.4; Reverse phase HPLC (gradient acetonitrile 0.1% TFA...